From a dataset of the Open Reaction Database (ORD), a public repository of structured organic reaction records. describe an organic reaction: reactants, conditions, products, and yield The reactants are C(C(=O)Cl)(=O)Cl (oxalyl chloride), CN1C(C(=CC2=CC=CC=C12)C(=O)O)=O (1-methyl-2-oxo-1,2-dihydroquinoline-3-carboxylic acid), CN(C=O)C (N,N-dimethylformamide). Run in ClCCl (dichloromethane). Reaction conditions: temperature 40 celsius, time 1 hour. Yields the product CN1C(C(=CC2=CC=CC=C12)C(=O)Cl)=O (1-methyl-2-oxo-1,2-dihydroquinoline-3-carboxylic acid chloride). As a reaction SMILES: [CH3:1][N:2]1[C:11]2[C:6](=[CH:7][CH:8]=[CH:9][CH:10]=2)[CH:5]=[C:4]([C:12](O)=[O:13])[C:3]1=[O:15].C(Cl)(=O)C([Cl:19])=O.CN(C)C=O>ClCCl>[CH3:1][N:2]1[C:11]2[C:6](=[CH:7][CH:8]=[CH:9][CH:10]=2)[CH:5]=[C:4]([C:12]([Cl:19])=[O:13])[C:3]1=[O:15]. Procedure details: 0.76 g (3.7 mmol) of 1-methyl-2-oxo-1,2-dihydroquinoline-3-carboxylic acid was dissolved in dichloromethane (50 mL), and 1.0 mL (12 mmol) of oxalyl chloride was added to the above solution. Two droplets of N,N-dimethylformamide were added to this mixture, and the resulting mixture was stirred for 1 hour at 40° C. The reaction solution was concentrated under reduced pressure, and thus 1-methyl-2-oxo-1,2-dihydroquinoline-3-carboxylic acid chloride was obtained. The acid chloride thus obtained was ... Reactants: C1(=CC=CC=C1)S(=O)(=O)C(C[C@@H]1C[C@H](C[C@@H](O1)OC)OCC1=CC=CC=C1)C1=C(C=C(C=C1)Cl)Cl (1-(2,4-dichlorophenyl)-2-(4(R)-benzyloxy-2(R)-methoxy-3,4,5,6-tetrahydro-2H-pyran-6(S)-yl)ethyl phenyl sulfone), P(=O)([O-])([O-])O.[Na+].[Na+] (disodium phosphate), O (water). Reagents/catalysts: [Na].[Hg] (sodium amalgam), [Na].[Hg] (sodium amalgam). The solvent is CO (methanol). Product: ClC1=C(C=CC(=C1)Cl)CC[C@H]1C[C@H](CC(O1)=O)O ((4R,6S) 6-[2-(2,4-dichlorophenyl)ethyl]-4-hydroxy-3,4,5,6-tetrahydro-2H-pyran-2-on). The yield is 125.8%. As a reaction SMILES: C1(S([CH:10]([C:28]2[CH:33]=[CH:32][C:31]([Cl:34])=[CH:30][C:29]=2[Cl:35])[CH2:11][C@H:12]2[O:17][C@@H:16]([O:18]C)[CH2:15][C@H:14]([O:20]CC3C=CC=CC=3)[CH2:13]2)(=O)=O)C=CC=CC=1.P(O)([O-])([O-])=O.[Na+].[Na+].O>CO.[Na].[Hg]>[Cl:35][C:29]1[CH:30]=[C:31]([Cl:34])[CH:32]=[CH:33][C:28]=1[CH2:10][CH2:11][C@@H:12]1[O:17][C:16](=[O:18])[CH2:15][C@H:14]([OH:20])[CH2:13]1 |f:1.2.3,6.7,^1:45|. Procedure: To a mixture of 1-(2,4-dichlorophenyl)-2-(4(R)-benzyloxy-2(R)-methoxy-3,4,5,6-tetrahydro-2H-pyran-6(S)-yl)ethyl phenyl sulfone (0.06 g, 0.11 mmole) and anhydrous disodium phosphate (0.065 g, 0.45 mmoles) in dry methanol (5 ml) was added pulverized 5% sodium amalgam (0.2 g). The mixture was stirred at room temperature for twenty hours, during which time an additional 0.4 g of 5% sodium amalgam was added in three portions. The reaction mixture was poured into water and extracted with ether. The et... Starting materials: CN(CC#CC1=NC=C(C=C1)OCOCC[Si](C)(C)C)C (N,N-dimethyl-3-(5-((2-(trimethylsilyl)ethoxy)methoxy)pyridin-2-yl)prop-2-yn-1-amine), Cl (hydrogen chloride), CCOCC (ether). The solvent is CO (MeOH). Yields the product CN(CC#CC1=CC=C(C=N1)O)C (6-(3-(dimethylamino)prop-1-ynyl)pyridin-3-ol). Reaction SMILES: [CH3:1][N:2]([CH3:21])[CH2:3][C:4]#[C:5][C:6]1[CH:11]=[CH:10][C:9]([O:12]COCC[Si](C)(C)C)=[CH:8][N:7]=1.Cl.CCOCC>CO>[CH3:21][N:2]([CH3:1])[CH2:3][C:4]#[C:5][C:6]1[N:7]=[CH:8][C:9]([OH:12])=[CH:10][CH:11]=1. Reported procedure: Compound 57B (40 mg, 0.131 mmol) in MeOH (3 ml) was treated with 2 N hydrogen chloride in ether (0.1 ml, 0.200 mmol) for 1 h and the mixture was concentrated to provide the title compound 57C. LCMS (APCI) m/e 177 (M+H). The reactants are [Br-], [Br-], [Br-], CCCC[N+](CCCC)(CCCC)CCCC, CCCC[N+](CCCC)(CCCC)CCCC, CCCC[N+](CCCC)(CCCC)CCCC, CCc1ccc(OC)cc1O, ClC(Cl)Cl. Product: CCc1cc(Br)c(OC)cc1O. As a reaction SMILES: [Br-:1].[Br-:2].[Br-:3].[CH2:21]([N+:22]([CH2:23][CH2:24][CH2:25][CH3:26])([CH2:27][CH2:28][CH2:29][CH3:30])[CH2:31][CH2:32][CH2:33][CH3:34])[CH2:35][CH2:36][CH3:37].[CH2:38]([N+:39]([CH2:40][CH2:41][CH2:42][CH3:43])([CH2:44][CH2:45][CH2:46][CH3:47])[CH2:48][CH2:49][CH2:50][CH3:51])[CH2:52][CH2:53][CH3:54].[CH2:4]([N+:5]([CH2:6][CH2:7][CH2:8][CH3:9])([CH2:10][CH2:11][CH2:12][CH3:13])[CH2:14][CH2:15][CH2:16][CH3:17])[CH2:18][CH2:19][CH3:20].[CH3:55][O:56][c:57]1[cH:58][cH:59][c:60]([CH2:64][CH3:65])[c:61]([OH:63])[cH:62]1.[Cl:66][CH:67]([Cl:68])[Cl:69]>>[Br:1][c:58]1[c:57]([O:56][CH3:55])[cH:62][c:61]([OH:63])[c:60]([CH2:64][CH3:65])[cH:59]1. The reactants are OS(=O)(=O)O (H2SO4), Na, [Na] (sodium), C(C)(=O)C=1OC=CC1 (2-acetylfuran), C(C(=O)OCC)(=O)OCC (diethyl oxalate). Run in CO (MeOH). Reaction conditions: temperature 0 celsius. The product is O1C(=CC=C1)C(CC(C(=O)OC)=O)=O (Methyl 4-(furan-2-yl)-2,4-dioxobutanoate). The yield is 35.4%. RXN SMILES: [Na].[C:2]([C:5]1[O:6][CH:7]=[CH:8][CH:9]=1)(=[O:4])[CH3:3].[C:10](OCC)(=[O:16])[C:11]([O:13][CH2:14]C)=[O:12].OS(O)(=O)=O>CO>[O:6]1[CH:7]=[CH:8][CH:9]=[C:5]1[C:2](=[O:4])[CH2:3][C:10](=[O:16])[C:11]([O:13][CH3:14])=[O:12] |^1:0|. Procedure details: (see, e.g., Ghosh, A. K., et al., J Med Chem 2005, 48, 6767-71). To a stirred solution of MeOH (150 mL) at room temperature under nitrogen, freshly cut Na (1.81 g, 78.7 mmol) was added in pieces and with care. After all the sodium dissolved, a mixture of 2-acetylfuran (6 mL, 59.8 mmol) and diethyl oxalate (8.14 mL, 59.9 mmol) was added dropwise over a period of 3 min at room temperature. The resulting mixture was continued to stir. Brown precipitates formed after 20 min stir. The mixture was sti...